Dataset: the Open Reaction Database (ORD), a public repository of structured organic reaction records. Task: describe an organic reaction: reactants, conditions, products, and yield Starting materials: OS(=O)(=O)O (H2SO4), BrC1=CC(=C(C=C1)NN=C1C(CCCC1)=O)C(F)(F)F (2-(2-(4-Bromo-2-(trifluoromethyl)phenyl)hydrazono)cyclohexanone), C(=O)(O)[O-].[Na+] (NaHCO3). Run in CC#N (MeCN). Reaction conditions: temperature 80 celsius. The product is BrC=1C=C2C=3CCCC(C3NC2=C(C1)C(F)(F)F)=O (6-Bromo-8-(trifluoromethyl)-2,3,4,9-tetrahydro-1H-carbazol-1-one). The yield is 39.0%. RXN SMILES: [Br:1][C:2]1[CH:7]=[CH:6][C:5]([NH:8]N=C2CCCCC2=O)=[C:4]([C:17]([F:20])([F:19])[F:18])[CH:3]=1.OS(O)(=O)=O.[C:26]([O-:29])(O)=O.[Na+]>CC#N>[Br:1][C:2]1[CH:7]=[C:6]2[C:5](=[C:4]([C:17]([F:18])([F:19])[F:20])[CH:3]=1)[NH:8][C:7]1[C:26](=[O:29])[CH2:5][CH2:4][CH2:3][C:2]2=1 |f:2.3|. Procedure: 2-(2-(4-Bromo-2-(trifluoromethyl)phenyl)hydrazono)cyclohexanone (2 g, 5.73 mmol) was dissolved in MeCN (18 mL) and H2SO4 (1.68 g, 17.19 mmol) was added. The reaction mixture was heated to 80° C. for 32 h, cooled to room temperature, basified with saturated aqueous NaHCO3 (pH-8) and extracted with EtOAc (2×30 mL). The combined organic extracts were dried over Na2SO4 and concentrated in vacuo to give the crude compound which was purified by silica gel chromatography [EtOAc-hexane (19:1) as eluant]... Starting materials: solid, COC1=CC=C2C(=CC=NC2=C1)OCC1=NN=C2N1C=C(C=C2)C2=CC(=NO2)C (7-methoxy-4-((6-(3-methylisoxazol-5-yl)-[1,2,4]triazolo[4,3-a]pyridin-3-yl)methoxy)quinoline), Br (HBr), [OH-].[Na+] (NaOH). Run at time 5 hour. Yields the product Br.CC1=NOC(=C1)C=1C=CC=2N(C1)C(=NN2)COC2=CC=NC1=CC(=CC=C21)O (4-((6-(3-methylisoxazol-5-yl)-[1,2,4]triazolo[4,3-a]pyridin-3-yl)methoxy)quinolin-7-ol hydrobromide). As a reaction SMILES: C[O:2][C:3]1[CH:12]=[C:11]2[C:6]([C:7]([O:13][CH2:14][C:15]3[N:19]4[CH:20]=[C:21]([C:24]5[O:28][N:27]=[C:26]([CH3:29])[CH:25]=5)[CH:22]=[CH:23][C:18]4=[N:17][N:16]=3)=[CH:8][CH:9]=[N:10]2)=[CH:5][CH:4]=1.[BrH:30].[OH-].[Na+]>>[BrH:30].[CH3:29][C:26]1[CH:25]=[C:24]([C:21]2[CH:22]=[CH:23][C:18]3[N:19]([C:15]([CH2:14][O:13][C:7]4[C:6]5[C:11](=[CH:12][C:3]([OH:2])=[CH:4][CH:5]=5)[N:10]=[CH:9][CH:8]=4)=[N:16][N:17]=3)[CH:20]=2)[O:28][N:27]=1 |f:2.3,4.5|. Reported procedure: A 150 mL tube was charged with 7-methoxy-4-((6-(3-methylisoxazol-5-yl)-[1,2,4]triazolo[4,3-a]pyridin-3-yl)methoxy)quinoline (1.44 g, 3.72 mmol) and HBr (30.3 ml, 558 mmol), sealed, then placed in a 120° C. for 5 hours. The reaction mixture was slowly neutralized with 6N NaOH until a precipitate crashed out of solution (pH ˜5)—the solid was collected to give 4-((6-(3-methylisoxazol-5-yl)-[1,2,4]triazolo[4,3-a]pyridin-3-yl)methoxy)quinolin-7-ol hydrobromide. Starting materials: CS(=O)C (DMSO), [OH-].[Na+] (NaOH), C(CC[C@@H](C(=O)O)NC(=O)C1=CC=C(NCC2=CN=C3N=C(N)NC(=O)C3=N2)C=C1)(=O)O (folic acid), [OH-].[Na+] (sodium hydroxide), C(CCl)Cl (EDC), chitosan, Chitosan. Run in Cl (hydrochloric acid). Yields the product Cl.CN(CCCN=C=NCC)C (1-(3-dimethylaminopropyl)-3-ethylcarbodiimide hydrochloride). As a reaction SMILES: [OH-].[Na+].[CH2:3](Cl)[CH2:4][Cl:5].C(O)(=O)CC[C@H](NC(C1C=CC(NCC2N=[C:33]3[C:26](N=[C:28]([NH:30][C:31]3=O)[NH2:29])=[N:25][CH:24]=2)=CC=1)=O)C(O)=O.[CH3:39]S(C)=O>Cl>[ClH:5].[CH3:39][N:25]([CH3:24])[CH2:26][CH2:33][CH2:31][N:30]=[C:28]=[N:29][CH2:3][CH3:4] |f:0.1,6.7|. Procedure: A solution of 1-(3-dimethylaminopropyl)-3-ethylcarbodiimide hydrochloride (EDC*HCl) and FA in anhydrous DMSO was prepared and stirred at room temperature until FA was well dissolved (1 h). Chitosan was dissolved in 0.1 M hydrochloric acid, to produce a solution with a concentration of 1 mg/ml, and then adjusted to pH 5.5 with 0.10 M sodium hydroxide solution. After the dropwise addition of EDC*HCl (m=5.1 mg in 1 ml distilled water) to the chitosan solution (V=20 ml), the reaction mixture was sti... Reactants: CC1=C(C(CCC1)(C)C)CCC(=O)C (Dihydro-beta-ionone), [BH4-].[Na+] (sodium borohydride). The solvent is C(C)O (ethanol). Yields the product CC1=C(C(CCC1)(C)C)CCC(C)O (4-(2,6,6-trimethyl-1-cyclohexen-1-yl)-2-butanol). RXN SMILES: [CH3:1][C:2]1[CH2:7][CH2:6][CH2:5][C:4]([CH3:9])([CH3:8])[C:3]=1[CH2:10][CH2:11][C:12]([CH3:14])=[O:13].[BH4-].[Na+]>C(O)C>[CH3:1][C:2]1[CH2:7][CH2:6][CH2:5][C:4]([CH3:8])([CH3:9])[C:3]=1[CH2:10][CH2:11][CH:12]([OH:13])[CH3:14] |f:1.2|. Procedure: Dihydro-beta-ionone (J. Am. Chem. Soc., 108, 7314 (1986)) is reduced with sodium borohydride in ethanol in the usual fashion to provide 4-(2,6,6-trimethyl-1-cyclohexen-1-yl)-2-butanol as a colorless oil. This is coupled with 4-hydroxybenzaldehyde by the method of example 13, and the resulting aldehyde is chain-extended and condensed with glyoxylic acid by the methods of example 1. The title compound is obtained as a colorless solid, mp 99°-101° after recrystallization from hexane-chloroform The reactants are C(C(O)C(O)C(=O)O)(=O)O (Tartaric acid), ClC1=C(C=C(C(=C1)Cl)F)C=1OC2=C(C(=CC(=C2C(C1)=O)O)O)[C@H]1[C@@H](N(CC1)C)CO ((+)-trans-2-(2,4-Dichloro-5-fluoro-phenyl)-5,7-dihydroxy-8-(2-hydroxymethyl-1-methyl-pyrrolidin-3-yl)-chromen-4-one). The solvent is CO (methanol). Run at temperature 52.5 celsius, time 10 minute. The product is C(=O)(O)C(O)C(O)C(=O)O.ClC1=C(C=C(C(=C1)Cl)F)C=1OC2=C(C(=CC(=C2C(C1)=O)O)O)[C@H]1[C@@H](N(CC1)C)CO ((+)-trans-2-(2,4-Dichloro-5-fluoro-phenyl)-5,7-dihydroxy-8-(2-hydroxymethyl-1-methyl-pyrrolidin-3-yl)-chromen-4-one tartrate). Reaction SMILES: [C:1]([OH:10])(=[O:9])[CH:2]([CH:4]([C:6]([OH:8])=[O:7])[OH:5])[OH:3].[Cl:11][C:12]1[CH:17]=[C:16]([Cl:18])[C:15]([F:19])=[CH:14][C:13]=1[C:20]1[O:21][C:22]2[C:27]([C:28](=[O:30])[CH:29]=1)=[C:26]([OH:31])[CH:25]=[C:24]([OH:32])[C:23]=2[C@@H:33]1[CH2:37][CH2:36][N:35]([CH3:38])[C@H:34]1[CH2:39][OH:40]>CO>[C:6]([CH:4]([CH:2]([C:1]([OH:10])=[O:9])[OH:3])[OH:5])([OH:8])=[O:7].[Cl:11][C:12]1[CH:17]=[C:16]([Cl:18])[C:15]([F:19])=[CH:14][C:13]=1[C:20]1[O:21][C:22]2[C:27]([C:28](=[O:30])[CH:29]=1)=[C:26]([OH:31])[CH:25]=[C:24]([OH:32])[C:23]=2[C@@H:33]1[CH2:37][CH2:36][N:35]([CH3:38])[C@H:34]1[CH2:39][OH:40] |f:3.4|. Procedure: Tartaric acid (0.016 g, 0.11 mmol) was added to the suspension of compound of example 47 (0.05 g, 0.11 mmol) in methanol (2 mL). It was stirred for 10 min. at 50-55° C. The reaction mixture was concentrated and solid was dried to obtain the title compound. The reactants are Cl (HCl), C(C)(C)(C)OC(=O)N1[C@@H](CCC1)C=1NC(=CN1)C=1C=NC(=NC1)C1=CC=C(C=C1)C=1NC(=NC1)[C@H]1N(CCC1)C([C@@H](C1=CC=CC=C1)NC(=O)OC)=O ((S)-2-{5-[2-(4-{2-[(S)-1-((R)-2-methoxycarbonylamino-2-phenyl-acetyl)-pyrrolidin-2-yl]-3H-imidazol-4-yl}-phenyl)-pyrimidin-5-yl]-1H-imidazol-2-yl}-pyrrolidine-1-carboxylic acid tert-butyl ester), CO (MeOH). The solvent is CCOCC (ether), hexanes, dioxanes. Reaction conditions: time 15 minute. Yields the product COC(N[C@@H](C(N1[C@@H](CCC1)C=1NC(=CN1)C1=CC=C(C=C1)C1=NC=C(C=N1)C=1NC(=NC1)[C@H]1NCCC1)=O)C1=CC=CC=C1)=O ({(R)-2-Oxo-1 phenyl-2-[(S)-2-(5-{4-[5-((S)-2-pyrrolidin-2-yl-3H-imidazol-4-yl)-pyrimidin-2-yl]-phenyl}-1H-imidazol-2-yl)-pyrrolidin-1-yl]-ethyl}-carbamic acid methyl ester). Reaction SMILES: Cl.C(OC([N:9]1[CH2:13][CH2:12][CH2:11][C@H:10]1[C:14]1[NH:15][C:16]([C:19]2[CH:20]=[N:21][C:22]([C:25]3[CH:30]=[CH:29][C:28]([C:31]4[NH:32][C:33]([C@@H:36]5[CH2:40][CH2:39][CH2:38][N:37]5[C:41](=[O:54])[C@H:42]([NH:49][C:50]([O:52][CH3:53])=[O:51])[C:43]5[CH:48]=[CH:47][CH:46]=[CH:45][CH:44]=5)=[N:34][CH:35]=4)=[CH:27][CH:26]=3)=[N:23][CH:24]=2)=[CH:17][N:18]=1)=O)(C)(C)C.CO>CCOCC>[CH3:53][O:52][C:50](=[O:51])[NH:49][C@H:42]([C:43]1[CH:44]=[CH:45][CH:46]=[CH:47][CH:48]=1)[C:41](=[O:54])[N:37]1[CH2:38][CH2:39][CH2:40][C@H:36]1[C:33]1[NH:32][C:31]([C:28]2[CH:29]=[CH:30][C:25]([C:22]3[N:23]=[CH:24][C:19]([C:16]4[NH:15][C:14]([C@@H:10]5[CH2:11][CH2:12][CH2:13][NH:9]5)=[N:18][CH:17]=4)=[CH:20][N:21]=3)=[CH:26][CH:27]=2)=[CH:35][N:34]=1. Procedure details: Cold (0° C.) 4 N HCl in dioxanes (4 mL) was added via syringe to (S)-2-{5-[2-(4-{2-[(S)-1-((R)-2-methoxycarbonylamino-2-phenyl-acetyl)-pyrrolidin-2-yl]-3H-imidazol-4-yl}-phenyl)-pyrimidin-5-yl]-1H-imidazol-2-yl}-pyrrolidine-1-carboxylic acid tert-butyl ester (104.6 mg, 0.146 mmol) in a 100 mL pear-shaped flask followed by MeOH (0.5 mL). The homogeneous mixture was stirred at room temperature for 15 min before a precipitate was observed. After stirring further for 1.75 h, the suspension was dilut... Starting materials: O=C1CNC2=C(N1)C=C(S2)C(=O)OC (methyl 2-oxo-1,2,3,4-tetrahydrothieno[3,2-b]pyrazine-6-carboxylate). Reagents/catalysts: [O-2].[Mn+2] (manganese oxide), [O-2].[Mn+4].[O-2] (manganese(IV) oxide). Run in C1CCOC1 (THF). Product: O=C1C=NC2=C(N1)C=C(S2)C(=O)OC (methyl 2-oxo-1,2-dihydrothieno[3,2-b]pyrazine-6-carboxylate). Isolated yield 94.7%. Reaction SMILES: [O:1]=[C:2]1[NH:7][C:6]2[CH:8]=[C:9]([C:11]([O:13][CH3:14])=[O:12])[S:10][C:5]=2[NH:4][CH2:3]1>C1COCC1.[O-2].[Mn+4].[O-2].[O-2].[Mn+2]>[O:1]=[C:2]1[NH:7][C:6]2[CH:8]=[C:9]([C:11]([O:13][CH3:14])=[O:12])[S:10][C:5]=2[N:4]=[CH:3]1 |f:2.3.4,5.6|. Reported procedure: To a suspension of methyl 2-oxo-1,2,3,4-tetrahydrothieno[3,2-b]pyrazine-6-carboxylate 20 (515 mg, 2.427 mmol) in THF (30 mL) was added manganese(IV) oxide (2.11 g, 24.27 mmol). The reaction was stirred at rt for 30 min. manganese oxide was filtrated and washed with EtOAc. The filtrate was evaporated to give crude methyl 2-oxo-1,2-dihydrothieno[3,2-b]pyrazine-6-carboxylate 21 (483 mg, 95%). NMR (400 MHz, DMSO-d6) 3.90 (s, 3H), 7.62 (br s, 1H), 8.13 (s, 1H), 12.80 (br s, 1H). (m/z)=211 (M+H)+.